From a dataset of the Open Reaction Database (ORD), a public repository of structured organic reaction records. describe an organic reaction: reactants, conditions, products, and yield The reactants are C1CCNCC1, CO, C=CCN(C=O)CC=C, S. Yields the product CC1CN(C=O)CC(C)S1. Reaction SMILES: [CH2:1]1[CH2:2][CH2:3][NH:4][CH2:5][CH2:6]1.[CH3:17][OH:18].[CH:7](=[O:8])[N:9]([CH2:10][CH:11]=[CH2:12])[CH2:13][CH:14]=[CH2:15].[SH2:16]>>[CH:7](=[O:8])[N:9]1[CH2:10][CH:11]([CH3:12])[S:16][CH:14]([CH3:15])[CH2:13]1. The reactants are O=C(O)c1cc(CBr)ccc1[N+](=O)[O-], Cc1ccccc1, c1ccc(P(c2ccccc2)c2ccccc2)cc1. Product: [Br-], O=C(O)c1cc(C[P+](c2ccccc2)(c2ccccc2)c2ccccc2)ccc1[N+](=O)[O-]. Reaction SMILES: [Br:1][CH2:2][c:3]1[cH:4][c:5]([C:6](=[O:7])[OH:8])[c:9]([N+:12](=[O:13])[O-:14])[cH:10][cH:11]1.[CH3:34][c:35]1[cH:36][cH:37][cH:38][cH:39][cH:40]1.[c:15]1([P:21]([c:22]2[cH:23][cH:24][cH:25][cH:26][cH:27]2)[c:28]2[cH:29][cH:30][cH:31][cH:32][cH:33]2)[cH:16][cH:17][cH:18][cH:19][cH:20]1>>[Br-:1].[CH2:2]([c:3]1[cH:4][c:5]([C:6](=[O:7])[OH:8])[c:9]([N+:12](=[O:13])[O-:14])[cH:10][cH:11]1)[P+:21]([c:15]1[cH:16][cH:17][cH:18][cH:19][cH:20]1)([c:22]1[cH:23][cH:24][cH:25][cH:26][cH:27]1)[c:28]1[cH:29][cH:30][cH:31][cH:32][cH:33]1. Reactants: FC1=C(C(=CC=C1)F)N1C(C=CC2=C1N=C(N=C2C=2C=C(C=CC2C)NC(C2=CC(=C(C=C2)F)C)=O)S(=O)(=O)C)=O (N-{3-[8-(2,6-difluorophenyl)-2-(methylsulfonyl)-7-oxo-7,8-dihydropyrido[2,3-d]pyrimidin-4-yl]-4-methylphenyl}-4-fluoro-3-methylbenzamide), NC1CCN(CC1)C(=O)OC(C)(C)C (1,1-dimethylethyl 4-amino-1-piperidinecarboxylate). Product: FC1=C(C(=CC=C1)F)N1C(C=CC2=C1N=C(N=C2C=2C=C(C=CC2C)NC(C2=CC(=C(C=C2)F)C)=O)NC2CCNCC2)=O (N-{3-[8-(2,6-difluorophenyl)-7-oxo-2-(4-piperidinylamino)-7,8-dihydropyrido[2,3-d]pyrimidin-4-yl]-4-methylphenyl}-4-fluoro-3-methylbenzamide). As a reaction SMILES: [F:1][C:2]1[CH:7]=[CH:6][CH:5]=[C:4]([F:8])[C:3]=1[N:9]1[C:14]2[N:15]=[C:16](S(C)(=O)=O)[N:17]=[C:18]([C:19]3[CH:20]=[C:21]([NH:26][C:27](=[O:36])[C:28]4[CH:33]=[CH:32][C:31]([F:34])=[C:30]([CH3:35])[CH:29]=4)[CH:22]=[CH:23][C:24]=3[CH3:25])[C:13]=2[CH:12]=[CH:11][C:10]1=[O:41].[NH2:42][CH:43]1[CH2:48][CH2:47][N:46](C(OC(C)(C)C)=O)[CH2:45][CH2:44]1>>[F:1][C:2]1[CH:7]=[CH:6][CH:5]=[C:4]([F:8])[C:3]=1[N:9]1[C:14]2[N:15]=[C:16]([NH:42][CH:43]3[CH2:48][CH2:47][NH:46][CH2:45][CH2:44]3)[N:17]=[C:18]([C:19]3[CH:20]=[C:21]([NH:26][C:27](=[O:36])[C:28]4[CH:33]=[CH:32][C:31]([F:34])=[C:30]([CH3:35])[CH:29]=4)[CH:22]=[CH:23][C:24]=3[CH3:25])[C:13]=2[CH:12]=[CH:11][C:10]1=[O:41]. Procedure: The title compound was prepared as described in Example 2 from N-{3-[8-(2,6-difluorophenyl)-2-(methylsulfonyl)-7-oxo-7,8-dihydropyrido[2,3-d]pyrimidin-4-yl]-4-methylphenyl}-4-fluoro-3-methylbenzamide and 1,1-dimethylethyl 4-amino-1-piperidinecarboxylate: LC-MS m/z 599 (M+H)+, 1.98 min (ret time). Starting materials: ClCc1cncc(Br)c1, CCOC(=O)CN, C1CCOC1, CCOC(C)=O, CCN(C(C)C)C(C)C. The product is CCOC(=O)CNC(=O)c1cncc(Br)c1. RXN SMILES: [Br:1][c:2]1[cH:3][n:4][cH:5][c:6]([CH2:7][Cl:8])[cH:9]1.[CH2:10]([CH3:11])[O:12][C:13]([CH2:14][NH2:15])=[O:16].[CH2:26]1[CH2:29][CH2:28][CH2:27][O:30]1.[CH3:31][CH2:32][O:33][C:34]([CH3:35])=[O:36].[CH:17]([N:18]([CH:19]([CH3:20])[CH3:21])[CH2:22][CH3:23])([CH3:24])[CH3:25]>>[Br:1][c:2]1[cH:3][n:4][cH:5][c:6]([C:7]([NH:15][CH2:14][C:13]([O:12][CH2:10][CH3:11])=[O:16])=[O:30])[cH:9]1. The reactants are N1C=CC2=CC=C(C=C12)C(=O)OC (methyl indole-6-carboxylate), BrC1=CC=C(C=C1)C (4-bromotoluene), CN[C@@H]1CCCC[C@H]1NC (trans-(1R,2R)—N,N′-bismethyl-1,2-cyclohexane diamine), P(=O)([O-])([O-])[O-].[K+].[K+].[K+] (potassium phosphate). The reagents and catalysts are [Cu](I)I (copper iodide). The solvent is C1(=CC=CC=C1)C (toluene). Conditions: temperature 180 celsius. The product is CC1=CC=C(C=C1)N1C=CC2=CC=C(C=C12)C(=O)OC (Methyl 1-(4-methylphenyl)-1H-indole-6-carboxylate). Yield: 48.1%. Reaction SMILES: [NH:1]1[C:9]2[C:4](=[CH:5][CH:6]=[C:7]([C:10]([O:12][CH3:13])=[O:11])[CH:8]=2)[CH:3]=[CH:2]1.Br[C:15]1[CH:20]=[CH:19][C:18]([CH3:21])=[CH:17][CH:16]=1.CN[C@H]1[C@H](NC)CCCC1.P([O-])([O-])([O-])=O.[K+].[K+].[K+]>[Cu](I)I.C1(C)C=CC=CC=1>[CH3:21][C:18]1[CH:19]=[CH:20][C:15]([N:1]2[C:9]3[C:4](=[CH:5][CH:6]=[C:7]([C:10]([O:12][CH3:13])=[O:11])[CH:8]=3)[CH:3]=[CH:2]2)=[CH:16][CH:17]=1 |f:3.4.5.6|. Procedure: To a mixture of methyl indole-6-carboxylate (2.03 g, 11.6 mmol), 4-bromotoluene (3.56 g, 20.8 mmol), trans-(1R,2R)—N,N′-bismethyl-1,2-cyclohexane diamine (0.18 mL, 1.14 mmol), copper iodide (0.12 g, 0.60 mmol) and tribasic potassium phosphate (5.50 g, 25.9 mmol) was added toluene (11.5 mL). The mixture was heated in a sealed tube at 180° C. for 10 min. The mixture was cooled to ambient temperature, filtered with Celite and concentrated under reduced pressure. Purification by silica gel chromatog... Yields the product O=C(Nc1ccnc(Nc2nccs2)c1)c1c(Cl)cccc1Cl. Starting materials: O=C(Nc1ccnc(Br)c1)c1c(Cl)cccc1Cl, O=C([O-])[O-], [Cs+], [Cs+], Nc1nccs1, O=C(C=Cc1ccccc1)C=Cc1ccccc1, C1COCCO1, O=C(C=Cc1ccccc1)C=Cc1ccccc1, O=C(C=Cc1ccccc1)C=Cc1ccccc1, [Pd], [Pd], CC1(C)c2cccc(P(c3ccccc3)c3ccccc3)c2Oc2c(P(c3ccccc3)c3ccccc3)cccc21. RXN SMILES: [Br:1][c:2]1[n:3][cH:4][cH:5][c:6]([NH:8][C:9]([c:10]2[c:11]([Cl:17])[cH:12][cH:13][cH:14][c:15]2[Cl:16])=[O:18])[cH:7]1.[C:25](=[O:26])([O-:27])[O-:28].[Cs+:29].[Cs+:30].[NH2:19][c:20]1[s:21][cH:22][cH:23][n:24]1.[O:111]=[C:112]([CH:113]=[CH:114][c:115]1[cH:116][cH:117][cH:118][cH:119][cH:120]1)[CH:121]=[CH:122][c:123]1[cH:124][cH:125][cH:126][cH:127][cH:128]1.[O:129]1[CH2:130][CH2:131][O:132][CH2:133][CH2:134]1.[O:75]=[C:76]([CH:77]=[CH:78][c:79]1[cH:80][cH:81][cH:82][cH:83][cH:84]1)[CH:85]=[CH:86][c:87]1[cH:88][cH:89][cH:90][cH:91][cH:92]1.[O:93]=[C:94]([CH:95]=[CH:96][c:97]1[cH:98][cH:99][cH:100][cH:101][cH:102]1)[CH:103]=[CH:104][c:105]1[cH:106][cH:107][cH:108][cH:109][cH:110]1.[Pd:73].[Pd:74].[c:31]1([P:32]([c:33]2[cH:34][cH:35][cH:36][cH:37][cH:38]2)[c:39]2[c:40]3[c:64]([cH:65][cH:66][cH:67]2)[C:61]([CH3:62])([CH3:63])[c:43]2[c:42]([c:47]([P:48]([c:49]4[cH:50][cH:51][cH:52][cH:53][cH:54]4)[c:55]4[cH:56][cH:57][cH:58][cH:59][cH:60]4)[cH:46][cH:45][cH:44]2)[O:41]3)[cH:68][cH:69][cH:70][cH:71][cH:72]1>>[c:2]1([NH:19][c:20]2[s:21][cH:22][cH:23][n:24]2)[n:3][cH:4][cH:5][c:6]([NH:8][C:9]([c:10]2[c:11]([Cl:17])[cH:12][cH:13][cH:14][c:15]2[Cl:16])=[O:18])[cH:7]1.